Dataset: the Open Reaction Database (ORD), a public repository of structured organic reaction records. Task: describe an organic reaction: reactants, conditions, products, and yield The product is Cn1cc(CN2CCOCC2)c2ccc(Oc3nc4ccccc4s3)cc21. Reactants: CI, [H-], [Na+], c1ccc2sc(Oc3ccc4c(CN5CCOCC5)c[nH]c4c3)nc2c1, CN(C)C=O. As a reaction SMILES: [CH3:29][I:30].[H-:28].[Na+:27].[O:1]1[CH2:2][CH2:3][N:4]([CH2:7][c:8]2[cH:9][nH:10][c:11]3[cH:12][c:13]([O:17][c:18]4[s:19][c:20]5[c:21]([n:22]4)[cH:23][cH:24][cH:25][cH:26]5)[cH:14][cH:15][c:16]23)[CH2:5][CH2:6]1.[O:31]=[CH:32][N:33]([CH3:34])[CH3:35]>>[O:1]1[CH2:2][CH2:3][N:4]([CH2:7][c:8]2[cH:9][n:10]([CH3:29])[c:11]3[cH:12][c:13]([O:17][c:18]4[s:19][c:20]5[c:21]([n:22]4)[cH:23][cH:24][cH:25][cH:26]5)[cH:14][cH:15][c:16]23)[CH2:5][CH2:6]1. Starting materials: ClC(C(=O)O)(Cl)Cl (Trichloroacetic acid), COC=CC1=C(C(=CC=C1)OC)OC (2-(2,3-dimethoxyphenyl)ethenyl methyl ether). Solvent: ClCCl (dichloromethane), O (water). Conditions: time 2 hour. Product: COC1=C(C=CC=C1OC)CC=O (2-(2,3-dimethoxyphenyl)acetaldehyde). Isolated yield 104.1%. As a reaction SMILES: ClC(Cl)(Cl)C(O)=O.C[O:9][CH:10]=[CH:11][C:12]1[CH:17]=[CH:16][CH:15]=[C:14]([O:18][CH3:19])[C:13]=1[O:20][CH3:21]>ClCCl.O>[CH3:21][O:20][C:13]1[C:14]([O:18][CH3:19])=[CH:15][CH:16]=[CH:17][C:12]=1[CH2:11][CH:10]=[O:9]. Procedure: Trichloroacetic acid (817 mg, 5.00 mmol) was added to a solution (10 mL) of 2-(2,3-dimethoxyphenyl)ethenyl methyl ether (808 mg, 4.16 mmol) in dichloromethane at room temperature and stirred for 2 hours. The reaction mixture was diluted with water and extracted twice with ethyl acetate. The extract solution was dried over anhydrous sodium sulfate and then concentrated under reduced pressure to obtain 2-(2,3-dimethoxyphenyl)acetaldehyde (780 mg, 100%) as a yellow oil. Starting materials: COCCBr, C1CCOC1, CCOC(=O)C1CCN(Cc2ccccc2)CC1, CCCCCC, CCOC(C)=O, CC(C)NC(C)C. Product: CCOC(=O)C1(CCOC)CCN(Cc2ccccc2)CC1. Reaction SMILES: [Br:26][CH2:27][CH2:28][O:29][CH3:30].[CH2:31]1[O:32][CH2:33][CH2:34][CH2:35]1.[CH2:8]([CH3:9])[O:10][C:11](=[O:12])[CH:13]1[CH2:14][CH2:15][N:16]([CH2:19][c:20]2[cH:21][cH:22][cH:23][cH:24][cH:25]2)[CH2:17][CH2:18]1.[CH3:36][CH2:37][CH2:38][CH2:39][CH2:40][CH3:41].[CH3:42][CH2:43][O:44][C:45](=[O:46])[CH3:47].[CH:1]([NH:2][CH:3]([CH3:4])[CH3:5])([CH3:6])[CH3:7]>>[CH2:8]([CH3:9])[O:10][C:11](=[O:12])[C:13]1([CH2:27][CH2:28][O:29][CH3:30])[CH2:14][CH2:15][N:16]([CH2:19][c:20]2[cH:21][cH:22][cH:23][cH:24][cH:25]2)[CH2:17][CH2:18]1. Starting materials: CN(C)CC1=CC(=C(C(=C1)C(C)(C)C)O)C(C)(C)C (N,N-dimethyl-2,6-di-t-butyl-4-aminomethylphenol), [OH-].[Na+] (sodium hydroxide), C(C)(=O)CC(C)=O (acetylacetone), C(C)(C)(C)C=1C=C(C=C(C1O)C(C)(C)C)C(C(C)=O)C(C)=O (3-(3',5'-di-t-butyl-4'-hydroxyphenyl)-2,4-pentanedione). Yields the product C(C)(C)(C)C=1C=C(CC(C(C)=O)C(C)=O)C=C(C1O)C(C)(C)C (3-(3',5'-di-t-butyl-4'-hydroxybenzyl)-2,4-pentanedione). As a reaction SMILES: CN([CH2:4][C:5]1[CH:10]=[C:9]([C:11]([CH3:14])([CH3:13])[CH3:12])[C:8]([OH:15])=[C:7]([C:16]([CH3:19])([CH3:18])[CH3:17])[CH:6]=1)C.[OH-].[Na+].[C:22]([CH2:25][C:26](=[O:28])[CH3:27])(=[O:24])[CH3:23].C(C1C=C(C(C(=O)C)C(=O)C)C=C(C(C)(C)C)C=1O)(C)(C)C>>[C:16]([C:7]1[CH:6]=[C:5]([CH:10]=[C:9]([C:11]([CH3:14])([CH3:13])[CH3:12])[C:8]=1[OH:15])[CH2:4][CH:25]([C:26](=[O:28])[CH3:27])[C:22](=[O:24])[CH3:23])([CH3:19])([CH3:18])[CH3:17] |f:1.2|. Reported procedure: A mixture of N,N-dimethyl-2,6-di-t-butyl-4-aminomethylphenol (2.63 g, 10 mmols), sodium hydroxide (0.6 g, 15 mmols) and acetylacetone (24 mmols, 10% solution) was refluxed for 3 hours in a glass reaction vessel. Acetylacetone was distilled under reduced pressure to afford an oily residue containing 3-(3',5'-di-t-butyl-4'-hydroxyphenyl)-2,4-pentanedione (80% by VPC). Crystallization from ethanol:water afforded a single crop of 3-(3',5'-di-t-butyl-4'-hydroxybenzyl)-2,4-pentanedione (65%, overall y... Reactants: N(=O)[O-].[Na+] (sodium nitrite), NC=1C=NC(=CC1)C(F)(F)F (3-Amino-6-trifluoromethylpyridine), C([O-])(O)=O.[Na+] (sodium bicarbonate). Product: OC=1C=NC(=CC1)C(F)(F)F (3-Hydroxy-6-trifluoromethylpyridine). Procedure: 3-Amino-6-trifluoromethylpyridine (9.86 g, 61 mmol) was dissolved in concentrated sulphuric acid (70 ml) and diluted with water (70 ml), then cooled to −8° C. A solution of sodium nitrite (5.18 g, 75 mmol) in water (50 ml) was slowly added, and the mixture warmed to 0° C. for 15 minutes. The solution was then poured into sulphuric acid (10 M, 250 ml) and heated to 110° C. for 1 h. After cooling, the pH was adjusted to 6 with saturated sodium bicarbonate solution, and the solution extracted with ... Run in O (water), O (water), S(O)(O)(=O)=O (sulphuric acid), S(O)(O)(=O)=O (sulphuric acid). Reaction SMILES: N[C:2]1[CH:3]=[N:4][C:5]([C:8]([F:11])([F:10])[F:9])=[CH:6][CH:7]=1.N([O-])=[O:13].[Na+].C(=O)(O)[O-].[Na+]>S(=O)(=O)(O)O.O>[OH:13][C:2]1[CH:3]=[N:4][C:5]([C:8]([F:11])([F:10])[F:9])=[CH:6][CH:7]=1 |f:1.2,3.4|. Conditions: temperature -8 celsius. The yield is 72.1%. Starting materials: CO (methanol), OCCO[Na] (HOCH2CH2ONa), FS(=O)(=O)CCCl (FSO2CH2CH2Cl), C1CCOC1 (THF). The solvent is ClCCl (dichloromethane), O (water). Run at time 2.5 hour. Product: FS(=O)(=O)CCOCCO (FSO2CH2CH2OCH2CH2OH). As a reaction SMILES: CO.[F:3][S:4]([CH2:7][CH2:8]Cl)(=[O:6])=[O:5].C1COCC1.[OH:15][CH2:16][CH2:17][O:18][Na]>ClCCl.O>[F:3][S:4]([CH2:7][CH2:8][O:15][CH2:16][CH2:17][OH:18])(=[O:6])=[O:5]. Procedure: Into a round flask, HO(CH2)2OH (140.9 g) and a methanol solution of sodium methylate (28 wt %, 96.4 g) were charged and stirred, and heated under reduced pressure to distill off methanol thereby to obtain a solution of HOCH2CH2ONa. It was confirmed by GC that no methanol remained in the reaction solution. Into a four necked flask, FSO2CH2CH2Cl (50 g) and THF (100 mL) were charged and stirred under cooling with ice bath, and the previously obtained solution of HOCH2CH2ONa was dropwise added there... Reactants: CCOC(C)=O, ClCCl, O=[N+]([O-])c1cccc(C(F)(F)F)c1, COc1ccccc1CNC(=O)c1cc(Br)ccc1N, O=S(=O)(Cl)Cl, c1ccncc1. Reaction SMILES: [CH3:48][CH2:49][O:50][C:51](=[O:52])[CH3:53].[Cl:45][CH2:46][Cl:47].[N+:32](=[O:33])([O-:34])[c:35]1[cH:36][cH:37][cH:38][c:39]([C:41]([F:42])([F:43])[F:44])[cH:40]1.[NH2:1][c:2]1[c:3]([C:4](=[O:5])[NH:6][CH2:7][c:8]2[c:9]([O:14][CH3:15])[cH:10][cH:11][cH:12][cH:13]2)[cH:16][c:17]([Br:20])[cH:18][cH:19]1.[S:27](=[O:28])(=[O:29])([Cl:30])[Cl:31].[cH:21]1[cH:22][cH:23][n:24][cH:25][cH:26]1>>[NH:1]([c:2]1[c:3]([C:4](=[O:5])[NH:6][CH2:7][c:8]2[c:9]([O:14][CH3:15])[cH:10][cH:11][cH:12][cH:13]2)[cH:16][c:17]([Br:20])[cH:18][cH:19]1)[S:27](=[O:28])(=[O:29])[c:36]1[c:35]([N+:32](=[O:33])[O-:34])[cH:40][c:39]([C:41]([F:42])([F:43])[F:44])[cH:38][cH:37]1. The product is COc1ccccc1CNC(=O)c1cc(Br)ccc1NS(=O)(=O)c1ccc(C(F)(F)F)cc1[N+](=O)[O-].